This data is from the Open Reaction Database (ORD), a public repository of structured organic reaction records. The task is: describe an organic reaction: reactants, conditions, products, and yield Starting materials: C(=C)[Mg]Br (vinylmagnesium bromide), FC(C=1C=C(C=O)C=CC1)(F)F (3-trifluoromethylbenzaldehyde), [Cl-].[NH4+] (ammonium chloride). Solvent: O1CCCC1 (tetrahydrofuran), O1CCCC1 (tetrahydrofuran). Reaction conditions: time 2 hour. Yields the product FC(C=1C=C(C=CC1)C(C=C)O)(F)F (1-(3-trifluoromethylphenyl)prop-2-en-1-ol). Reaction SMILES: [F:1][C:2]([F:12])([F:11])[C:3]1[CH:4]=[C:5]([CH:8]=[CH:9][CH:10]=1)[CH:6]=[O:7].[CH:13]([Mg]Br)=[CH2:14].[Cl-].[NH4+]>O1CCCC1>[F:1][C:2]([F:11])([F:12])[C:3]1[CH:4]=[C:5]([CH:6]([OH:7])[CH:13]=[CH2:14])[CH:8]=[CH:9][CH:10]=1 |f:2.3|. Reported procedure: A solution of 3-trifluoromethylbenzaldehyde (6.7 mL) in tetrahydrofuran (40 mL) was stirred on an ice bath and treated dropwise over 25 min with a solution of vinylmagnesium bromide in tetrahydrofuran (1.0 M, 60 mL). The mixture was stirred for 2 h while allowing to warm slowly to room temperature, then was treated with saturated aqueous ammonium chloride. The mixture was extracted with ether, and the organic extracts were washed with water and brine, then dried over sodium sulfate and concentra... The reactants are CCN=C(CC(=O)OCC)OC, CCN, CCOCC, Cl. Yields the product CCN=C(CC(=O)OCC)NCC, Cl. As a reaction SMILES: [CH2:1]([CH3:2])[N:3]=[C:4]([CH2:5][C:6](=[O:7])[O:8][CH2:9][CH3:10])[O:11][CH3:12].[CH3:13][CH2:14][NH2:15].[CH3:17][CH2:18][O:19][CH2:20][CH3:21].[ClH:16]>>[CH2:1]([CH3:2])[NH:3][C:4]([CH2:5][C:6](=[O:7])[O:8][CH2:9][CH3:10])=[N:15][CH2:14][CH3:13].[ClH:16]. Procedure: The title compound is prepared in 56% yield (511 mg, a white solid) from 1-(2-fluoro-3-(trifluoromethyl)phenyl)ethanone (600 mg, 2.91 mmol, Step-2) and (R)-2-methylpropane-2-sulfinamide (529 mg, 4.37 mmol) by the similar manner in Step-4 of Amine-1. As a reaction SMILES: [F:1][C:2]1[C:7]([C:8]([F:11])([F:10])[F:9])=[CH:6][CH:5]=[CH:4][C:3]=1[C:12](=O)[CH3:13].[CH3:15][C:16]([S@:19]([NH2:21])=[O:20])([CH3:18])[CH3:17]>>[F:1][C:2]1[C:7]([C:8]([F:11])([F:10])[F:9])=[CH:6][CH:5]=[CH:4][C:3]=1[CH:12]([NH:21][S@@:19]([C:16]([CH3:18])([CH3:17])[CH3:15])=[O:20])[CH3:13]. Yields the product FC1=C(C=CC=C1C(F)(F)F)C(C)N[S@](=O)C(C)(C)C ((R)—N-(1-(2-fluoro-3-(trifluoromethyl)phenyl)ethyl)-2-methylpropane-2-sulfinamide). The reactants are FC1=C(C=CC=C1C(F)(F)F)C(C)=O (1-(2-fluoro-3-(trifluoromethyl)phenyl)ethanone), CC(C)(C)[S@@](=O)N ((R)-2-methylpropane-2-sulfinamide), Amine-1. The yield is 56.0%. Product: S1SC(CC1)CCCCNC(N[C@@H](C(=O)O)C)=O (2(R)-{3-[4-(1,2-Dithiolan-3-yl)butyl]ureido}propionic acid). Solvent: O1CCCC1 (tetrahydrofuran). Isolated yield 33.7%. Reported procedure: The reaction was effected as described in Example 48, but using 1.74 g of methyl 2(R)-{3-[4-(1,2-dithiolan-3-yl)butyl]ureido}propionate (prepared as described in Example 70), 30 ml of methanol, 22 ml of tetrahydrofuran and 17.0 ml of a 1N aqueous solution of sodium hydroxide. The solvent was removed from the reaction mixture by distillation under reduced pressure. Water was added to the residue. After neutralisation with 2N aqueous hydrochloric acid, the mixture was extracted with ethyl acetate.... Reactants: S1SC(CC1)CCCCNC(N[C@@H](C(=O)OC)C)=O (Methyl 2(R)-{3-[4-(1,2-dithiolan-3-yl)butyl]ureido}propionate), [OH-].[Na+] (sodium hydroxide), CO (methanol), aqueous solution. As a reaction SMILES: [S:1]1[CH2:5][CH2:4][CH:3]([CH2:6][CH2:7][CH2:8][CH2:9][NH:10][C:11](=[O:19])[NH:12][C@H:13]([CH3:18])[C:14]([O:16]C)=[O:15])[S:2]1.CO.[OH-].[Na+]>O1CCCC1>[S:1]1[CH2:5][CH2:4][CH:3]([CH2:6][CH2:7][CH2:8][CH2:9][NH:10][C:11](=[O:19])[NH:12][C@H:13]([CH3:18])[C:14]([OH:16])=[O:15])[S:2]1 |f:2.3|. The reactants are O (water), CC(C)(OC(=O)N1CCN(CC1)C1=NC=CC=C1NC(C)C)C (1-[1,1-Dimethylethoxycarbonyl]-4-[3-(1-methylethylamino)-2-pyridinyl]piperazine), FC(C(=O)O)(F)F (trifluoroacetic acid), FC(C(=O)O)(F)F (trifluoroacetic acid), [OH-].[Na+] (sodium hydroxide). The solvent is C(Cl)Cl (methylene chloride). The product is CC(C)NC=1C(=NC=CC1)N1CCNCC1 (1-[3-(1-Methylethylamino)-2-pyridinyl]piperazine). As a reaction SMILES: CC(C)(OC([N:7]1[CH2:12][CH2:11][N:10]([C:13]2[C:18]([NH:19][CH:20]([CH3:22])[CH3:21])=[CH:17][CH:16]=[CH:15][N:14]=2)[CH2:9][CH2:8]1)=O)C.FC(F)(F)C(O)=O.O.[OH-].[Na+]>C(Cl)Cl>[CH3:22][CH:20]([NH:19][C:18]1[C:13]([N:10]2[CH2:9][CH2:8][NH:7][CH2:12][CH2:11]2)=[N:14][CH:15]=[CH:16][CH:17]=1)[CH3:21] |f:3.4|. Procedure: 1-[1,1-Dimethylethoxycarbonyl]-4-[3-(1-methylethylamino)-2-pyridinyl]piperazine (PREPARATION 8) is dissolved in methylene chloride (56 ml) and cooled to 0°. Then trifluoroacetic acid is added dropwise. The reaction is warmed to 20°-25° and additional trifluoroacetic acid is added (26.6 g). When the reaction is complete by TLC, it is poured into 200 ml of water and ice, basified to pH 12 with 2N aqueous sodium hydroxide, and extracted with 10% tetrahydrofuran/chloroform (2 l) followed by 10% meth... Reactants: C([O-])([O-])=O.[K+].[K+] (potassium carbonate), ClC1=C(C(=O)OC2=CC=NN2CC)C=CC(=C1C1=CC(=NN1C)C(=O)C)Cl ((1-ethylpyrazol-5-yl) 2,4-dichloro-3-(1-methyl-3-methylcarbonyl-1H-pyrazol-5-yl)benzoate), O (water). The solvent is O1CCOCC1 (dioxane). Run at time 12 hour. Yields the product ClC1=C(C(=O)C=2C=NN(C2O)CC)C=CC(=C1C1=CC(=NN1C)C(=O)C)Cl (4-[2,4-dichloro-3-(1-methyl-3-methylcarbonyl-1H-pyrazol-5-yl)benzoyl]-1-ethyl-5-hydroxy-1H-pyrazole). The yield is 135.1%. RXN SMILES: [C:1](=[O:4])([O-])[O-].[K+].[K+].[Cl:7][C:8]1[C:23]([C:24]2[N:28]([CH3:29])[N:27]=[C:26]([C:30]([CH3:32])=[O:31])[CH:25]=2)=[C:22]([Cl:33])[CH:21]=[CH:20][C:9]=1[C:10]([O:12]C1N(CC)N=CC=1)=O.O>O1CCOCC1>[Cl:7][C:8]1[C:23]([C:24]2[N:28]([CH3:29])[N:27]=[C:26]([C:30]([CH3:32])=[O:31])[CH:25]=2)=[C:22]([Cl:33])[CH:21]=[CH:20][C:9]=1[C:10]([C:25]1[CH:26]=[N:27][N:28]([CH2:24][CH3:23])[C:1]=1[OH:4])=[O:12] |f:0.1.2|. Procedure: 0.076 g (0.6 mmol) of potassium carbonate was added to 0.16 g (0.4 mmol) of (1-ethylpyrazol-5-yl) 2,4-dichloro-3-(1-methyl-3-methylcarbonyl-1H-pyrazol-5-yl)benzoate in 3 ml of dioxane and the mixture was heated under reflux for 3 hours and then stirred at room temperature for 12 hours. 50 ml of water were added, the solution was washed with methylene chloride and methyl t-butyl ether, nitrogen was passed through and the pH was adjusted to 1 using 10% strength hydrochloric acid. The precipitate t...